Dataset: the Open Reaction Database (ORD), a public repository of structured organic reaction records. Task: describe an organic reaction: reactants, conditions, products, and yield The reactants are ClC1=NC2CCCc3cccc(c32)N1, Nc1ccccc1, O. Yields the product c1ccc(NC2=NC3CCCc4cccc(c43)N2)cc1. As a reaction SMILES: [Cl:1][C:2]1=[N:13][CH:12]2[CH2:11][CH2:10][CH2:9][c:8]3[cH:7][cH:6][cH:5][c:4]([c:14]32)[NH:3]1.[NH2:15][c:16]1[cH:17][cH:18][cH:19][cH:20][cH:21]1.[OH2:22]>>[C:2]1([NH:15][c:16]2[cH:17][cH:18][cH:19][cH:20][cH:21]2)=[N:13][CH:12]2[CH2:11][CH2:10][CH2:9][c:8]3[cH:7][cH:6][cH:5][c:4]([c:14]32)[NH:3]1.